This data is from the Open Reaction Database (ORD), a public repository of structured organic reaction records. The task is: describe an organic reaction: reactants, conditions, products, and yield The reactants are CC(C)Br, Cc1c(C(=O)OC(C)(C)C)oc2cccc(O)c12, [K+], [K+], O=C([O-])[O-], CN(C)C=O. The product is Cc1c(C(=O)OC(C)(C)C)oc2cccc(OC(C)C)c12. RXN SMILES: [Br:19][CH:20]([CH3:21])[CH3:22].[C:1]([CH3:2])([CH3:3])([CH3:4])[O:5][C:6](=[O:7])[c:8]1[o:9][c:10]2[c:11]([c:12]1[CH3:13])[c:14]([OH:18])[cH:15][cH:16][cH:17]2.[K+:23].[K+:24].[O-:25][C:26]([O-:27])=[O:28].[O:29]=[CH:30][N:31]([CH3:32])[CH3:33]>>[C:1]([CH3:2])([CH3:3])([CH3:4])[O:5][C:6](=[O:7])[c:8]1[o:9][c:10]2[c:11]([c:12]1[CH3:13])[c:14]([O:18][CH:20]([CH3:21])[CH3:22])[cH:15][cH:16][cH:17]2.